From a dataset of the Open Reaction Database (ORD), a public repository of structured organic reaction records. describe an organic reaction: reactants, conditions, products, and yield RXN SMILES: [CH3:27][O-:28].[CH3:30][S:31]([CH3:32])=[O:33].[NH2:1][CH:2]1[CH2:3][N:4]([c:8]2[c:9]([F:26])[cH:10][c:11]3[c:12](=[O:25])[c:13]([C:22](=[O:23])[OH:24])[cH:14][n:15]([CH:19]4[CH2:20][CH2:21]4)[c:16]3[c:17]2[F:18])[CH2:5][CH2:6][CH2:7]1.[Na+:29]>>[NH2:1][CH:2]1[CH2:3][N:4]([c:8]2[c:9]([F:26])[cH:10][c:11]3[c:12](=[O:25])[c:13]([C:22](=[O:23])[OH:24])[cH:14][n:15]([CH:19]4[CH2:20][CH2:21]4)[c:16]3[c:17]2[O:28][CH3:27])[CH2:5][CH2:6][CH2:7]1. The reactants are C[O-], CS(C)=O, NC1CCCN(c2c(F)cc3c(=O)c(C(=O)O)cn(C4CC4)c3c2F)C1, [Na+]. Yields the product COc1c(N2CCCC(N)C2)c(F)cc2c(=O)c(C(=O)O)cn(C3CC3)c12. The reactants are C(C1=CC=CC=C1)S(=O)(=O)Cl (Benzylsulfonyl chloride), NC=1C(N(C(=CC1)C(F)(F)F)CC=C)=O (3-amino-6-trifluoromethyl-1-allyl-2-pyridinone). The solvent is N1=CC=CC=C1 (pyridine). Yields the product C(C1=CC=CC=C1)S(=O)(=O)NC=1C(N(C(=CC1)C(F)(F)F)CC=C)=O (3-Benzylsulfonylamino-6-trifluoromethyl-1-allyl-2-pyridinone). Yield: 96.7%. RXN SMILES: [CH2:1]([S:8](Cl)(=[O:10])=[O:9])[C:2]1[CH:7]=[CH:6][CH:5]=[CH:4][CH:3]=1.[NH2:12][C:13]1[C:14](=[O:26])[N:15]([CH2:23][CH:24]=[CH2:25])[C:16]([C:19]([F:22])([F:21])[F:20])=[CH:17][CH:18]=1>N1C=CC=CC=1>[CH2:1]([S:8]([NH:12][C:13]1[C:14](=[O:26])[N:15]([CH2:23][CH:24]=[CH2:25])[C:16]([C:19]([F:20])([F:21])[F:22])=[CH:17][CH:18]=1)(=[O:10])=[O:9])[C:2]1[CH:7]=[CH:6][CH:5]=[CH:4][CH:3]=1. Procedure details: Benzylsulfonyl chloride (103 mg, 0.542 mmol) was added to a stirred solution of 3-amino-6-trifluoromethyl-1-allyl-2-pyridinone (106.5 mg, 0.488 mmol) in pyridine (1 ml) at 0° C. After 1 h the reaction was evaporated in vacuo and the residue was partitioned between methylene chloride and 10% potassium hydrogen surfate solution, dried (Na2SO4), and evaporated in vacuo to give the title compound (175.8 mg): 1H NMR (CDCl3) selected signals at δ 4.42 (s, 2H), 4.74 (d, J=5.5 Hz, 2H), 5.16-5.31 (m, 2H)... The reactants are O=C1c2ccccc2C(=O)N1CCCCCCCCc1cccs1, CCO, Cl, NN, O. Yields the product NCCCCCCCCc1cccs1. As a reaction SMILES: [C:1]1(=[O:2])[N:5]([CH2:6][CH2:7][CH2:8][CH2:9][CH2:10][CH2:11][CH2:12][CH2:13][c:14]2[s:15][cH:16][cH:17][cH:18]2)[C:3](=[O:4])[c:19]2[cH:20][cH:21][cH:22][cH:23][c:24]21.[CH3:28][CH2:29][OH:30].[ClH:31].[NH2:26][NH2:27].[OH2:25]>>[NH2:5][CH2:6][CH2:7][CH2:8][CH2:9][CH2:10][CH2:11][CH2:12][CH2:13][c:14]1[s:15][cH:16][cH:17][cH:18]1. The reactants are OC=1C=CC2=C(C(C=C(S2)C(=O)O)=O)C1 (6-Hydroxy-4-oxo-4H-1-benzothiopyran-2-carboxylic acid), C(C)O (ethanol). The reagents and catalysts are S(O)(O)(=O)=O (sulphuric acid). The product is OC=1C=CC2=C(C(C=C(S2)C(=O)OCC)=O)C1 (Ethyl 6-hydroxy-4-oxo-4H-1-benzothiopyran-2-carboxylate). Reaction SMILES: [OH:1][C:2]1[CH:3]=[CH:4][C:5]2[S:10][C:9]([C:11]([OH:13])=[O:12])=[CH:8][C:7](=[O:14])[C:6]=2[CH:15]=1.[CH2:16](O)[CH3:17]>S(=O)(=O)(O)O>[OH:1][C:2]1[CH:3]=[CH:4][C:5]2[S:10][C:9]([C:11]([O:13][CH2:16][CH3:17])=[O:12])=[CH:8][C:7](=[O:14])[C:6]=2[CH:15]=1. Procedure: 6-Hydroxy-4-oxo-4H-1-benzothiopyran-2-carboxylic acid (20 g) was heated in ethanol (500 ml) at reflux overnight with a few drops of concentrated sulphuric acid as catalyst. The solution was evaporated to small volume and flooded with water. The resulting solid was filtered off, washed with saturated sodium bicarbonate solution, water and dried. The product was recrystallised from ethanol as a yellow solid (13.7 g) 61%. m.p. 216°-217°. Starting materials: [N+](=O)([O-])C=1C=CC(=NC1)OC1=CC=C(C=C1)CCC(=O)O (3-[4-(5-nitropyridin-2-yloxy)phenyl]propionic acid), B.C1CCOC1 (borane THF), O (Water). The solvent is C1CCOC1 (THF). Conditions: time 2 hour. The product is [N+](=O)([O-])C=1C=CC(=NC1)OC1=CC=C(C=C1)CCCO (3-[4-(5-nitropyridin-2-yloxy)phenyl]-n-propanol). Reaction SMILES: [N+:1]([C:4]1[CH:5]=[CH:6][C:7]([O:10][C:11]2[CH:16]=[CH:15][C:14]([CH2:17][CH2:18][C:19](O)=[O:20])=[CH:13][CH:12]=2)=[N:8][CH:9]=1)([O-:3])=[O:2].B.C1COCC1.O>C1COCC1>[N+:1]([C:4]1[CH:5]=[CH:6][C:7]([O:10][C:11]2[CH:16]=[CH:15][C:14]([CH2:17][CH2:18][CH2:19][OH:20])=[CH:13][CH:12]=2)=[N:8][CH:9]=1)([O-:3])=[O:2] |f:1.2|. Reported procedure: To a solution of 3-[4-(5-nitropyridin-2-yloxy)phenyl]propionic acid (2.64 g, 9.2 mmol) in THF (50 mL) was added dropwise a 1 M borane-THF complex THF solution (38.4 mL, 38.4 mmol) under ice cooling. The reaction solution was stirred for 2 hours at room temperature. Water was added to the reaction mixture, and extracted with ethyl acetate, and the ethyl acetate layer was washed with water and then brine. The ethyl acetate layer was dried over anhydrous magnesium sulfate, after which solvent was e...